describe an organic reaction: reactants, conditions, products, and yield From a dataset of the Open Reaction Database (ORD), a public repository of structured organic reaction records. Starting materials: C1(=CC=C(C=C1)S(=O)(=O)O)C (p-toluenesulfonic acid), C(C)(=O)OCC=1C(=CC2=C(OCO2)C1)CCC(=O)O (3-(6-acetoxymethyl-1,3-benzodioxole-5-yl)propionic acid), [OH-].[Na+] (sodium hydroxide). Run in CO (methanol), O (water), C(C)O (ethanol). The product is COCC=1C(=CC2=C(OCO2)C1)CCC(=O)O (3-(6-Methoxymethyl-1,3-benzodioxole-5-yl)propionic acid). The yield is 87.3%. Reaction SMILES: [C:1]([O:4][CH2:5][C:6]1[C:7]([CH2:15][CH2:16][C:17]([OH:19])=[O:18])=[CH:8][C:9]2[O:13][CH2:12][O:11][C:10]=2[CH:14]=1)(=O)C.C1(C)C=CC(S(O)(=O)=O)=CC=1.[OH-].[Na+]>CO.O.C(O)C>[CH3:1][O:4][CH2:5][C:6]1[C:7]([CH2:15][CH2:16][C:17]([OH:19])=[O:18])=[CH:8][C:9]2[O:13][CH2:12][O:11][C:10]=2[CH:14]=1 |f:2.3|. Reported procedure: 1.6 g of 3-(6-acetoxymethyl-1,3-benzodioxole-5-yl)propionic acid was dissolved in 100 ml of methanol. A catalytic amount of p-toluenesulfonic acid was added to the solution and the mixture was heated under reflux for 4 h and 15 min. The solvent was distillef off from the reaction mixture. A solution of 1 g of sodium hydroxide in a mixture of 5 ml of water and 45 ml of ethanol was added to the residue and the mixture was heated under reflux for 20 min. The reaction mixture was concentrated. 200 m... The reactants are C(C(C)C)N([C@@H](CCCCN)C(=O)O)S(=O)(=O)C1=CC=C(C=C1)C (Nα-isobutyl-Nα-(4-methylbenzenesulfonyl)-L-lysine), COC1=C(C=CC(=O)O)C=CC=C1OC (2,3-dimethoxycinnamic acid). The product is C(C(C)C)N([C@@H](CCCCNC(CCC1=C(C(=CC=C1)OC)OC)=O)C(=O)O)S(=O)(=O)C1=CC=C(C=C1)C (Nα-Isobutyl-Nα-(4-methylbenzenesulfonyl)-Nε-(2,3-dimethoxydihydrocinnamoyl)-L-lysine). Isolated yield 18.0%. As a reaction SMILES: [CH2:1]([N:5]([S:15]([C:18]1[CH:23]=[CH:22][C:21]([CH3:24])=[CH:20][CH:19]=1)(=[O:17])=[O:16])[C@H:6]([C:12]([OH:14])=[O:13])[CH2:7][CH2:8][CH2:9][CH2:10][NH2:11])[CH:2]([CH3:4])[CH3:3].[CH3:25][O:26][C:27]1[C:37]([O:38][CH3:39])=[CH:36][CH:35]=[CH:34][C:28]=1[CH:29]=[CH:30][C:31](O)=[O:32]>>[CH2:1]([N:5]([S:15]([C:18]1[CH:23]=[CH:22][C:21]([CH3:24])=[CH:20][CH:19]=1)(=[O:17])=[O:16])[C@H:6]([C:12]([OH:14])=[O:13])[CH2:7][CH2:8][CH2:9][CH2:10][NH:11][C:31](=[O:32])[CH2:30][CH2:29][C:28]1[CH:34]=[CH:35][CH:36]=[C:37]([O:38][CH3:39])[C:27]=1[O:26][CH3:25])[CH:2]([CH3:3])[CH3:4]. Procedure: Nα-isobutyl-Nα-(4-methylbenzenesulfonyl)-L-lysine was reacted with 2,3-dimethoxycinnamic acid under the conditions described in example 86. The crude material was purified by flash chromatography (CH2Cl2:MeOH, 49:1 to 9:1) to yield 18% of the desired product. Reactants: CN1CCNCC1 (N-methylpiperazine), C(C)OC1=C(C=C(C=C1)S(=O)(=O)Cl)C1=NC=2N(C(N1)=O)C(=NC2CCC)C (4-ethoxy-3-(6-methyl-4-oxo-8-propyl-3,4-dihydro-imidazo[1,5-a][1,3,5]triazin-2-yl)-benzene-sulfonyl chloride). Run in ClCCl (dichloromethane). Run at time 2 hour. Yields the product C(C)OC1=C(C=C(C=C1)S(=O)(=O)N1CCN(CC1)C)C1=NC=2N(C(N1)=O)C(=NC2CCC)C (2-[2-Ethoxy-5-(4-methyl-piperazine-1-sulfonyl)-phenyl]-6-methyl-8-propyl-3H-imidazo[1,5-a][1,3,5]triazin-4-one). RXN SMILES: [CH3:1][N:2]1[CH2:7][CH2:6][NH:5][CH2:4][CH2:3]1.[CH2:8]([O:10][C:11]1[CH:16]=[CH:15][C:14]([S:17](Cl)(=[O:19])=[O:18])=[CH:13][C:12]=1[C:21]1[NH:26][C:25](=[O:27])[N:24]2[C:28]([CH3:34])=[N:29][C:30]([CH2:31][CH2:32][CH3:33])=[C:23]2[N:22]=1)[CH3:9]>ClCCl>[CH2:8]([O:10][C:11]1[CH:16]=[CH:15][C:14]([S:17]([N:5]2[CH2:6][CH2:7][N:2]([CH3:1])[CH2:3][CH2:4]2)(=[O:19])=[O:18])=[CH:13][C:12]=1[C:21]1[NH:26][C:25](=[O:27])[N:24]2[C:28]([CH3:34])=[N:29][C:30]([CH2:31][CH2:32][CH3:33])=[C:23]2[N:22]=1)[CH3:9]. Procedure: 73 mg (0.73 mmol) of N-methylpiperazine are added to a solution of 100 mg (0.24 mmol) of 4-ethoxy-3-(6-methyl-4-oxo-8-propyl-3,4-dihydro-imidazo[1,5-a][1,3,5]triazin-2-yl)-benzenesulfonyl chloride (example VI) in 5 ml of dichloromethane and the reaction mixture is stirred at room temperature for 2 hours. After chromatographic purification (dichloromethane/methanol=95:5), 110 mg (95%) of 2-[2-ethoxy-5-(4-methyl-piperazine-1-sulfonyl)-phenyl]-6-methyl-8-propyl-3H-imidazo[1,5-a][1,3,5]triazin-4-one... Reactants: C(C1=CC=CC=C1)NC(=O)C1=C(N=C(S1)C1=NC(=CN=C1)I)C (2-(6-iodo-pyrazin-2-yl)-4-methyl-thiazole-5-carboxylic acid benzylamide), C(=O)([O-])[O-].[Na+].[Na+] (Na2CO3), FC1=CC=C(C=C1)/C=C/B(O)O (trans-2-(4-fluorophenyl)vinyl boronic acid), O (water). Reagents/catalysts: C1=CC=C(C=C1)P([C-]2C=CC=C2)C3=CC=CC=C3.C1=CC=C(C=C1)P([C-]2C=CC=C2)C3=CC=CC=C3.Cl[Pd]Cl.[Fe+2] (PdCl2(dppf)). The solvent is COC (dimethyl ether). Reaction conditions: time 1 hour. Yields the product C(C1=CC=CC=C1)NC(=O)C1=C(N=C(S1)C1=NC(=CN=C1)\C=C\C1=CC=C(C=C1)F)C (2-{6-[(E)-2-(4-fluoro-phenyl)-vinyl]-pyrazin-2-yl}-4-methyl-thiazole-5-carboxylic acid benzylamide). Isolated yield 59.6%. RXN SMILES: [CH2:1]([NH:8][C:9]([C:11]1[S:15][C:14]([C:16]2[CH:21]=[N:20][CH:19]=[C:18](I)[N:17]=2)=[N:13][C:12]=1[CH3:23])=[O:10])[C:2]1[CH:7]=[CH:6][CH:5]=[CH:4][CH:3]=1.C([O-])([O-])=O.[Na+].[Na+].[F:30][C:31]1[CH:36]=[CH:35][C:34](/[CH:37]=[CH:38]/B(O)O)=[CH:33][CH:32]=1.O>COC.C1C=CC(P(C2C=CC=CC=2)[C-]2C=CC=C2)=CC=1.C1C=CC(P(C2C=CC=CC=2)[C-]2C=CC=C2)=CC=1.Cl[Pd]Cl.[Fe+2]>[CH2:1]([NH:8][C:9]([C:11]1[S:15][C:14]([C:16]2[CH:21]=[N:20][CH:19]=[C:18](/[CH:38]=[CH:37]/[C:34]3[CH:35]=[CH:36][C:31]([F:30])=[CH:32][CH:33]=3)[N:17]=2)=[N:13][C:12]=1[CH3:23])=[O:10])[C:2]1[CH:7]=[CH:6][CH:5]=[CH:4][CH:3]=1 |f:1.2.3,7.8.9.10|. Procedure details: To a solution of 2-(6-iodo-pyrazin-2-yl)-4-methyl-thiazole-5-carboxylic acid benzylamide (100 mg, 0.23 mmol, 1.0 equiv) in dimethyl ether (1 mL) was added Na2CO3 (49 mg, 0.46 mmol, 2.0 equiv), trans-2-(4-fluorophenyl)vinyl boronic acid (95 mg, 0.57 mmol, 2.5 equiv), PdCl2(dppf) (17 mg, 0.02 mmol, 0.1 equiv) and water (0.1 mL) in a sealed tube. The reaction vessel was immersed in an oil bath preheated to 100° C. After stirring for 1 hr, the reaction mixture was cooled and the solvent was removed ... Starting materials: COC=1C(=NC=CC1)C=O (3-methoxy-pyridine-2-carbaldehyde), CC(C)(C)[S@](=O)N ((S)-2-methylpropane-2-sulfinamide). Yields the product COC=1C(=NC=CC1)\C=N\[S@@](=O)C(C)(C)C ((S,E)-N-((3-methoxypyridin-2-yl)methylene)-2-methylpropane-2-sulfinamide). Reaction SMILES: [CH3:1][O:2][C:3]1[C:4]([CH:9]=O)=[N:5][CH:6]=[CH:7][CH:8]=1.[CH3:11][C:12]([S@@:15]([NH2:17])=[O:16])([CH3:14])[CH3:13]>C(Cl)Cl.S([O-])([O-])(=O)=O.[Cu+2]>[CH3:1][O:2][C:3]1[C:4](/[CH:9]=[N:17]/[S@:15]([C:12]([CH3:14])([CH3:13])[CH3:11])=[O:16])=[N:5][CH:6]=[CH:7][CH:8]=1 |f:3.4|. Reported procedure: To a solution of 3-methoxy-pyridine-2-carbaldehyde (2.95 g, 21.51 mmol) in DCM (26 mL) was added (S)-2-methylpropane-2-sulfinamide (5.3 g, 43.7 mmol) and copper(II) sulfate (6.95 g, 43.5 mmol). The suspension was stirred at rt under argon for 18 hours, filtered, and the solid washed with DCM (2×20 mL). The filtrates were concentrated, and the product thus obtained was purified by silica gel flash column chromatography (using a 80G ISCO cartridge) and eluted using hexanes/EtOAc gradient followed ... Run in C(Cl)Cl (DCM). Reagents/catalysts: S(=O)(=O)([O-])[O-].[Cu+2] (copper(II) sulfate). Run at time 18 hour. Reaction SMILES: [CH3:47][CH2:48][OH:49].[CH3:50][S:51]([CH3:52])=[O:53].[CH:41]1=[CH:46][CH2:45][CH:44]=[CH:43][CH2:42]1.[F:1][c:2]1[cH:3][cH:4][c:5]([C:14](=[O:15])[NH:16][c:17]2[cH:18][n:19][n:20]([CH3:40])[c:21]2[N:22]2[CH2:23][CH2:24][CH:25]([NH:29][C:30](=[O:31])[O:32][CH2:33][c:34]3[cH:35][cH:36][cH:37][cH:38][cH:39]3)[CH2:26][CH2:27][CH2:28]2)[n:6][c:7]1-[c:8]1[cH:9][cH:10][cH:11][cH:12][cH:13]1>>[F:1][c:2]1[cH:3][cH:4][c:5]([C:14](=[O:15])[NH:16][c:17]2[cH:18][n:19][n:20]([CH3:40])[c:21]2[N:22]2[CH2:23][CH2:24][CH:25]([NH2:29])[CH2:26][CH2:27][CH2:28]2)[n:6][c:7]1-[c:8]1[cH:9][cH:10][cH:11][cH:12][cH:13]1. Reactants: CCO, CS(C)=O, C1=CCC=CC1, Cn1ncc(NC(=O)c2ccc(F)c(-c3ccccc3)n2)c1N1CCCC(NC(=O)OCc2ccccc2)CC1. The product is Cn1ncc(NC(=O)c2ccc(F)c(-c3ccccc3)n2)c1N1CCCC(N)CC1. Reactants: C(C)(C)(C)OC(=O)N1CC2=CC=CC=C2C[C@H]1C(=O)O (2-(t-butyloxycarbonyl)-1,2,3,4-tetrahydro-isoquinoline-3(S)-carboxylic acid), C(#N)C1=CC=C(CN2C=NC=C2CCN)C=C1 (3-(4-cyanobenzyl) histamine), ON1N=NC2=C1C=CC=C2 (1-hydroxybenzotriazole), C(CCl)Cl (EDC), CN1CCOCC1 (N-methylmorpholine). Run in CN(C)C=O (DMF). Run at time 18 hour. Product: C(#N)C1=CC=C(CN2C=NC=C2CCNC(=O)[C@H]2N(CC3=CC=CC=C3C2)C(=O)OC(C)(C)C)C=C1 (2-(t-Butyloxycarbonyl)-1,2,3,4-tetrahydro-isoquinoline-3(S)-carboxylic acid {2-[3-(4-cyanobenzyl)-3H-imidazol-4-yl]-ethyl}-amide). As a reaction SMILES: [C:1]([O:5][C:6]([N:8]1[C@H:17]([C:18]([OH:20])=O)[CH2:16][C:15]2[C:10](=[CH:11][CH:12]=[CH:13][CH:14]=2)[CH2:9]1)=[O:7])([CH3:4])([CH3:3])[CH3:2].[C:21]([C:23]1[CH:37]=[CH:36][C:26]([CH2:27][N:28]2[C:32]([CH2:33][CH2:34][NH2:35])=[CH:31][N:30]=[CH:29]2)=[CH:25][CH:24]=1)#[N:22].ON1C2C=CC=CC=2N=N1.C(Cl)CCl.CN1CCOCC1>CN(C=O)C>[C:21]([C:23]1[CH:37]=[CH:36][C:26]([CH2:27][N:28]2[C:32]([CH2:33][CH2:34][NH:35][C:18]([C@@H:17]3[CH2:16][C:15]4[C:10](=[CH:11][CH:12]=[CH:13][CH:14]=4)[CH2:9][N:8]3[C:6]([O:5][C:1]([CH3:3])([CH3:2])[CH3:4])=[O:7])=[O:20])=[CH:31][N:30]=[CH:29]2)=[CH:25][CH:24]=1)#[N:22]. Reported procedure: To a solution of 2-(t-butyloxycarbonyl)-1,2,3,4-tetrahydro-isoquinoline-3(S)-carboxylic acid (0.15 g, 0.54 mmol) and 3-(4-cyanobenzyl) histamine (0.122 g, 0.54 mmol) in DMF (5 mL) was added 1-hydroxybenzotriazole (0.083 g, 0.54 mmol), EDC (0.104 g, 0.54 mmol), and N-methylmorpholine (0.24 mL, 2.16 mmol). After stirring for 18 hr. the mixture was evaporated in vacuo and the residue was partitioned with EtOAc (50 mL) and saturated NaHCO3 (30 mL). The organic layer was washed with saturated NaCl so... The reactants are BrC1=C(C=C(S1)C1(CCOCC1)O)C (4-(5-bromo-4-methyl-thiophen-2-yl)-tetrahydro-pyran-4-ol), C(#N)[BH3-].[Na+] (sodium cyanoborohydride). Reagents/catalysts: [Zn+2].[I-].[I-] (ZnI2). Run in ClCCCl (1,2-dichloroethane). Reaction conditions: time 1 hour. The product is BrC1=C(C=C(S1)C1CCOCC1)C (4-(5-Bromo-4-methyl-thiophen-2-yl)-tetrahydro-pyran). Isolated yield 70.6%. Reaction SMILES: [Br:1][C:2]1[S:6][C:5]([C:7]2(O)[CH2:12][CH2:11][O:10][CH2:9][CH2:8]2)=[CH:4][C:3]=1[CH3:14].C([BH3-])#N.[Na+]>[Zn+2].[I-].[I-].ClCCCl>[Br:1][C:2]1[S:6][C:5]([CH:7]2[CH2:12][CH2:11][O:10][CH2:9][CH2:8]2)=[CH:4][C:3]=1[CH3:14] |f:1.2,3.4.5|. Procedure: To a solution of 4-(5-bromo-4-methyl-thiophen-2-yl)-tetrahydro-pyran-4-ol (2.3 g, 8.30 mmol) and 1,2-dichloroethane (50 mL) is added ZnI2 (3.97 g, 12.45 mmol) and sodium cyanoborohydride (3.91, 62.23 mmol). The solution is stirred for 1 hour, filtered thru celite and concentrated. The residue is purified by ISCO column chromatography (5%-10% EtOAc/hexane gradient) furnish the title compound (1.53 g, 5.86 mmol, 71%). 1H NMR (CDCl3), δ 1.69-1.82 (m, 2H), 1.84-1.92 (m, 2H), 2.14 (s, 3H), 2.84-2.98 ...